Dataset: the Open Reaction Database (ORD), a public repository of structured organic reaction records. Task: describe an organic reaction: reactants, conditions, products, and yield Starting materials: NC1=C(C2=CC=CC=C2C=C1)O (2-amino-1-naphthol), ClCC(OCC)(OCC)OCC (2-chloro-1,1,1-triethoxy-ethane). Solvent: C(C)O (ethanol). Product: ClCC=1OC2=C(N1)C=CC1=CC=CC=C12 (2-chloromethyl-naphtho[2,1-d]oxazole). RXN SMILES: [NH2:1][C:2]1[CH:11]=[CH:10][C:9]2[C:4](=[CH:5][CH:6]=[CH:7][CH:8]=2)[C:3]=1[OH:12].[Cl:13][CH2:14][C:15](OCC)(OCC)OCC>C(O)C>[Cl:13][CH2:14][C:15]1[O:12][C:3]2[C:4]3[C:9](=[CH:8][CH:7]=[CH:6][CH:5]=3)[CH:10]=[CH:11][C:2]=2[N:1]=1. Procedure: Prepared by reacting 2.93 g of 2-amino-1-naphthol with 3.54 g of 2-chloro-1,1,1-triethoxy-ethane in 25 ml of ethanol at 60° C. Reactants: CO, CCNc1nc(OC)c(C(=O)OC)nc1Cl, CCN1CCCC1CN. Product: CCNc1nc(OC)c(C(=O)NCC2CCCN2CC)nc1Cl. As a reaction SMILES: [CH3:26][OH:27].[Cl:1][c:2]1[c:3]([NH:14][CH2:15][CH3:16])[n:4][c:5]([O:12][CH3:13])[c:6]([C:8]([O:10][CH3:9])=[O:11])[n:7]1.[NH2:17][CH2:18][CH:19]1[N:20]([CH2:24][CH3:25])[CH2:21][CH2:22][CH2:23]1>>[Cl:1][c:2]1[c:3]([NH:14][CH2:15][CH3:16])[n:4][c:5]([O:12][CH3:13])[c:6]([C:8](=[O:10])[NH:17][CH2:18][CH:19]2[N:20]([CH2:24][CH3:25])[CH2:21][CH2:22][CH2:23]2)[n:7]1. The reactants are COc1ccc(CNc2ncc(C#N)c3sc4cc(Br)ccc4c23)cc1, O=C([O-])[O-], OCCCO, [Na+], [Na+], CN(C)C=O, OB(O)c1cccnc1. The product is COc1ccc(CNc2ncc(C#N)c3sc4cc(-c5cccnc5)ccc4c23)cc1. Reaction SMILES: [Br:1][c:2]1[cH:3][c:4]2[c:5]([cH:6][cH:7]1)[c:8]1[c:9]([NH:17][CH2:18][c:19]3[cH:20][cH:21][c:22]([O:25][CH3:26])[cH:23][cH:24]3)[n:10][cH:11][c:12]([C:15]#[N:16])[c:13]1[s:14]2.[C:41](=[O:42])([O-:43])[O-:44].[CH2:27]([OH:28])[CH2:29][CH2:30][OH:31].[Na+:45].[Na+:46].[O:47]=[CH:48][N:49]([CH3:50])[CH3:51].[n:32]1[cH:33][c:34]([B:38]([OH:39])[OH:40])[cH:35][cH:36][cH:37]1>>[c:2]1(-[c:34]2[cH:33][n:32][cH:37][cH:36][cH:35]2)[cH:3][c:4]2[c:5]([cH:6][cH:7]1)[c:8]1[c:9]([NH:17][CH2:18][c:19]3[cH:20][cH:21][c:22]([O:25][CH3:26])[cH:23][cH:24]3)[n:10][cH:11][c:12]([C:15]#[N:16])[c:13]1[s:14]2. Starting materials: CCOC(=O)c1cncc(Br)c1, CC#N, CC(C)NC(C)C, Cc1ccc(B(O)O)c(F)c1, [Na+], [Na], [Na], [Na], O=C([O-])O, O, O=S(=O)(O)c1cccc(P(c2cccc(S(=O)(=O)O)c2)c2cccc(S(=O)(=O)O)c2)c1. Product: CCOC(=O)c1cncc(-c2ccc(C)cc2F)c1. As a reaction SMILES: [Br:1][c:2]1[cH:3][n:4][cH:5][c:6]([C:7](=[O:8])[O:9][CH2:10][CH3:11])[cH:12]1.[CH3:70][C:71]#[N:72].[CH:58]([NH:59][CH:60]([CH3:61])[CH3:62])([CH3:63])[CH3:64].[F:13][c:14]1[c:15]([B:21]([OH:22])[OH:23])[cH:16][cH:17][c:18]([CH3:20])[cH:19]1.[Na+:69].[Na:24].[Na:25].[Na:26].[O-:65][C:66]([OH:67])=[O:68].[OH2:73].[P:27]([c:28]1[cH:29][c:30]([S:31]([OH:32])(=[O:33])=[O:34])[cH:35][cH:36][cH:37]1)([c:38]1[cH:39][c:40]([S:41]([OH:42])(=[O:43])=[O:44])[cH:45][cH:46][cH:47]1)[c:48]1[cH:49][c:50]([S:51]([OH:52])(=[O:53])=[O:54])[cH:55][cH:56][cH:57]1>>[c:2]1(-[c:15]2[c:14]([F:13])[cH:19][c:18]([CH3:20])[cH:17][cH:16]2)[cH:3][n:4][cH:5][c:6]([C:7](=[O:8])[O:9][CH2:10][CH3:11])[cH:12]1.